Dataset: the Open Reaction Database (ORD), a public repository of structured organic reaction records. Task: describe an organic reaction: reactants, conditions, products, and yield Starting materials: ClC1=CC=C(C(=O)C2=C(C(=C(N2)C(=O)O)CC(=O)O)C)C=C1 (5-(ρ-chlorobenzoyl)-4-methyl-2-carboxypyrrole-3-acetic acid), N1=CC=CC2=CC=CC=C12 (quinoline), Cl (hydrochloric acid). The product is ClC1=CC=C(C(=O)C2=C(C(=CN2)CC(=O)O)C)C=C1 (5-(ρ-chlorobenzoyl)-4-methylpyrrole-3-acetic acid). Reaction SMILES: [Cl:1][C:2]1[CH:22]=[CH:21][C:5]([C:6]([C:8]2[NH:12][C:11](C(O)=O)=[C:10]([CH2:16][C:17]([OH:19])=[O:18])[C:9]=2[CH3:20])=[O:7])=[CH:4][CH:3]=1.N1C2C(=CC=CC=2)C=CC=1.Cl>>[Cl:1][C:2]1[CH:22]=[CH:21][C:5]([C:6]([C:8]2[NH:12][CH:11]=[C:10]([CH2:16][C:17]([OH:19])=[O:18])[C:9]=2[CH3:20])=[O:7])=[CH:4][CH:3]=1. Reported procedure: A solution of 1.4 g. (0.004 mole) of 5-(ρ-chlorobenzoyl)-4-methyl-2-carboxypyrrole-3-acetic acid in 25 ml. quinoline is heated overnight at 160° C. under nitrogen. The reaction is poured into ice acidified with hydrochloric acid. The mixture is extracted with chloroform, and the organic phase is extracted with a saturated solution of sodium bicarbonate. The basic solution is made acidic with dilute hydrochloric acid, and the resulting solid, 5-(ρ-chlorobenzoyl)-4-methylpyrrole-3-acetic acid, is ... Reactants: anhydride, CN1CCOCC1 (N-methylmorpholine), ClC(=O)OCC(C)C (isobutyl chloroformate), C([O-])(O)=O.[Na+] (Sodium bicarbonate), C(C=C)OC(N[C@H](CO[Si](C)(C)C(C)(C)C)C=1SC(=CC1)[C@H](C(F)(F)F)N)=O (prop-2-en-1-yl[(1R)-1-{5-[(1S)-1-amino-2,2,2-trifluoroethyl]thiophen-2-yl}-2-{[tert-butyl(dimethyl)silyl]oxy}ethyl]carbamate), CCN(C(C)C)C(C)C (Hunig's base), COC(=O)N[C@@H](C(C1=CC=CC=C1)C1=CC=CC=C1)C(=O)O (N-(methoxycarbonyl)-β-phenyl-L-phenylalanine). The solvent is ClCCl (dichloromethane), ClCCl (dichloromethane). Conditions: time 30 minute. Product: C(C=C)OC(N[C@H](CO[Si](C)(C)C(C)(C)C)C=1SC(=CC1)[C@H](C(F)(F)F)NC([C@@H](NC(=O)OC)C(C1=CC=CC=C1)C1=CC=CC=C1)=O)=O (Prop-2-en-1-yl[(1R)-2-{[tert-butyl(dimethyl)silyl]oxy}-1-{5-[(1S)-2,2,2-trifluoro-1-{[N-(methoxycarbonyl)-b-phenyl-L-phenylalanyl]amino}ethyl]thiophen-2-yl}ethyl]carbamate). RXN SMILES: [CH3:1][O:2][C:3]([NH:5][C@H:6]([C:20](O)=[O:21])[CH:7]([C:14]1[CH:19]=[CH:18][CH:17]=[CH:16][CH:15]=1)[C:8]1[CH:13]=[CH:12][CH:11]=[CH:10][CH:9]=1)=[O:4].CN1CCOCC1.ClC(OCC(C)C)=O.[CH2:38]([O:41][C:42](=[O:65])[NH:43][C@@H:44]([C:54]1[S:55][C:56]([C@@H:59]([NH2:64])[C:60]([F:63])([F:62])[F:61])=[CH:57][CH:58]=1)[CH2:45][O:46][Si:47]([C:50]([CH3:53])([CH3:52])[CH3:51])([CH3:49])[CH3:48])[CH:39]=[CH2:40].CCN(C(C)C)C(C)C.C(=O)(O)[O-].[Na+]>ClCCl>[CH2:38]([O:41][C:42](=[O:65])[NH:43][C@@H:44]([C:54]1[S:55][C:56]([C@@H:59]([NH:64][C:20](=[O:21])[C@H:6]([CH:7]([C:8]2[CH:9]=[CH:10][CH:11]=[CH:12][CH:13]=2)[C:14]2[CH:15]=[CH:16][CH:17]=[CH:18][CH:19]=2)[NH:5][C:3]([O:2][CH3:1])=[O:4])[C:60]([F:61])([F:62])[F:63])=[CH:57][CH:58]=1)[CH2:45][O:46][Si:47]([C:50]([CH3:53])([CH3:52])[CH3:51])([CH3:49])[CH3:48])[CH:39]=[CH2:40] |f:5.6|. Procedure details: To a solution of N-(methoxycarbonyl)-β-phenyl-L-phenylalanine (3.2 g, 10.6 mmol) in dichloromethane (70 mL) was cooled to −15° C., and then was added N-methylmorpholine (1.17 mL, 10.6 mmol) and isobutyl chloroformate and the mixture was stirred for 30 minutes. A solution of prop-2-en-1-yl[(1R)-1-{5-[(1S)-1-amino-2,2,2-trifluoroethyl]thiophen-2-yl}-2-{[tert-butyl(dimethyl)silyl]oxy}ethyl]carbamate (3.1 g, 7.07 mmol) and Hunig's base (1.48 mL, 8.48 mmol) in dichloromethane (70 mL) cooled to −15° C... The reactants are C(C)(=O)OCC (Ethyl acetate), C(C)(C)(C)OC(=O)N[C@@H](C(=O)O)CC=1SC=CC1 ((2R)-2-(tert-Butoxycarbonylamino)-3-(thiophen-2-yl)propionic acid), [H-].[Na+] (Sodiumhydride), CI (Methyliodide). Run in O (water), O1CCCC1 (tetrahydrofuran). Conditions: temperature 0 celsius, time 2 day. The product is C(C)(C)(C)OC(=O)N(C)[C@@H](C(=O)O)CC=1SC=CC1 ((2R)-2-(N-(tert-Butoxycarbonyl)-N-methylamino)-3-(thiophen-2-yl)propionic acid). As a reaction SMILES: [C:1]([O:5][C:6]([NH:8][C@H:9]([CH2:13][C:14]1[S:15][CH:16]=[CH:17][CH:18]=1)[C:10]([OH:12])=[O:11])=[O:7])([CH3:4])([CH3:3])[CH3:2].CI.[H-].[Na+].[C:23](OCC)(=O)C>O1CCCC1.O>[C:1]([O:5][C:6]([N:8]([C@H:9]([CH2:13][C:14]1[S:15][CH:16]=[CH:17][CH:18]=1)[C:10]([OH:12])=[O:11])[CH3:23])=[O:7])([CH3:4])([CH3:2])[CH3:3] |f:2.3|. Reported procedure: (2R)-2-(tert-Butoxycarbonylamino)-3-(thiophen-2-yl)propionic acid (5.00 g; 18.4 mmol) was dissolved in tetrahydrofuran (60 ml). Methyliodide (9.2 ml; 147 mmol) was added and the solution was cooled to 0° C. Sodiumhydride (60% in oil; 1.90 g; 55.3 mmol) was added in portions and the reaction mixture was stirred at room temperature for two days. Ethyl acetate (50 ml) and water (20 ml) were added dropwise. The solvent was removed in vacuo and the residue was dissolved in ether (30 ml) and water (30...